This data is from the Open Reaction Database (ORD), a public repository of structured organic reaction records. The task is: describe an organic reaction: reactants, conditions, products, and yield Reactants: C(C)(=O)N1C2=C(N(C([C@H]([C@@H]1C)NC([C@H](C)N(C(OC(C)(C)C)=O)C)=O)=O)CC1=C(C=CC3=CC=CC=C13)OC)C=CC=C2 (tert-butyl(S)-1-((2S,3S)-1-acetyl-5-((2-methoxynaphthalen-1-yl)methyl)-2-methyl-4-oxo-2,3,4,5-tetrahydro-1H-benzo[b][1,4]diazepin-3-ylamino)-1-oxopropan-2-yl(methyl)carbamate), Cl (HCl). Solvent: O1CCOCC1 (dioxane), CCOCC (Et2O). Conditions: time 2 hour. Yields the product Cl.C(C)(=O)N1C2=C(N(C([C@H]([C@@H]1C)NC([C@H](C)NC)=O)=O)CC1=C(C=CC3=CC=CC=C13)OC)C=CC=C2 ((S)-N-((2S,3S)-1-acetyl-5-((2-methoxynaphthalen-1-yl)methyl)-2-methyl-4-oxo-2,3,4,5-tetrahydro-1H-benzo[b][1,4]diazepin-3-yl)-2-(methylamino)propanamide hydrochloride). The yield is 73.0%. Reaction SMILES: [C:1]([N:4]1[C@@H:10]([CH3:11])[C@H:9]([NH:12][C:13](=[O:25])[C@@H:14]([N:16](C)[C:17](=O)OC(C)(C)C)[CH3:15])[C:8](=[O:26])[N:7]([CH2:27][C:28]2[C:37]3[C:32](=[CH:33][CH:34]=[CH:35][CH:36]=3)[CH:31]=[CH:30][C:29]=2[O:38][CH3:39])[C:6]2[CH:40]=[CH:41][CH:42]=[CH:43][C:5]1=2)(=[O:3])[CH3:2].[ClH:44]>O1CCOCC1.CCOCC>[ClH:44].[C:1]([N:4]1[C@@H:10]([CH3:11])[C@H:9]([NH:12][C:13](=[O:25])[C@@H:14]([NH:16][CH3:17])[CH3:15])[C:8](=[O:26])[N:7]([CH2:27][C:28]2[C:37]3[C:32](=[CH:33][CH:34]=[CH:35][CH:36]=3)[CH:31]=[CH:30][C:29]=2[O:38][CH3:39])[C:6]2[CH:40]=[CH:41][CH:42]=[CH:43][C:5]1=2)(=[O:3])[CH3:2] |f:4.5|. Reported procedure: A rt suspension of tert-butyl(S)-1-((2S,3S)-1-acetyl-5-((2-methoxynaphthalen-1-yl)methyl)-2-methyl-4-oxo-2,3,4,5-tetrahydro-1H-benzo[b][1,4]diazepin-3-ylamino)-1-oxopropan-2-yl(methyl)carbamate (49.8 mg, 84.6 μmol) in 4 M HCl in dioxane (423 μl) was stirred for 2 h. The reaction was diluted with Et2O and the solids were collected by vacuum filtration, taken up in MeCN—H2O, and lyophilized to provide (S)-N-((2S,3S)-1-acetyl-5-((2-methoxynaphthalen-1-yl)methyl)-2-methyl-4-oxo-2,3,4,5-tetrahydro-1H... Starting materials: formula III, C[C@H](CCC(=O)O)[C@H]1CC[C@@H]2[C@@]1([C@H](C[C@H]3[C@H]2[C@@H](C[C@H]4[C@@]3(CC[C@H](C4)O)C)O)O)C (cholic acid), C(CC[C@@H](C)[C@H]1CC[C@H]2[C@@H]3CCC4CCCC[C@]4(C)[C@H]3CC[C@]12C)(=O)OC (methyl cholanate), C(C)(=O)Cl (acetyl chloride). Run in CO (methanol). Run at temperature 10 celsius, time 15 minute. Product: C[C@H](CCC(=O)OC)[C@H]1CC[C@@H]2[C@@]1([C@H](C[C@H]3[C@H]2[C@@H](C[C@H]4[C@@]3(CC[C@H](C4)O)C)O)O)C (methyl cholate). Yield: 98.0%. Reaction SMILES: [C:1](OC)(=O)CC[C@H]([C@@H]1[C@]2(C)[C@H]([C@H]3[C@H](CC2)[C@]2(C)C(CCCC2)CC3)CC1)C.C(Cl)(=O)C.[CH3:32][C@@H:33]([C@@H:39]1[C@@:43]2([CH3:60])[C@@H:44]([OH:59])[CH2:45][C@@H:46]3[C@@:51]4([CH3:57])[CH2:52][CH2:53][C@@H:54]([OH:56])[CH2:55][C@H:50]4[CH2:49][C@@H:48]([OH:58])[C@H:47]3[C@@H:42]2[CH2:41][CH2:40]1)[CH2:34][CH2:35][C:36]([OH:38])=[O:37]>CO>[CH3:32][C@@H:33]([C@@H:39]1[C@@:43]2([CH3:60])[C@@H:44]([OH:59])[CH2:45][C@@H:46]3[C@@:51]4([CH3:57])[CH2:52][CH2:53][C@@H:54]([OH:56])[CH2:55][C@H:50]4[CH2:49][C@@H:48]([OH:58])[C@H:47]3[C@@H:42]2[CH2:41][CH2:40]1)[CH2:34][CH2:35][C:36]([O:38][CH3:1])=[O:37]. Procedure: Preparation of the starting compounds of the formula III using the example of methyl cholanate (Fieset et al., J. Am. Chem. Soc. 74, 1952, 3309) ##STR6## 450 ml of acetyl chloride are slowly added dropwise to 4.5 l of methanol, while cooling with ice, such that the temperature does not exceed 10° to 15° C. After the addition, the mixture is subsequently stirred at about 10° C. for a further 15 minutes. 600 g (1.47 mol) of cholic acid are then introduced at about 5° C. The ice-bath is removed, an... Reactants: N1N=CC=C1 (pyrazole), ClCCC1OC2=C(C(N(C1)C)=S)C=CC=N2 (2-(2-chloroethyl)-2,3-dihydro-4-methylpyrido[3,2-f]-1,4-oxazepine-5(4H)-thione), [H-].[Na+] (sodium hydride), [H][H] (hydrogen). Solvent: CN(C=O)C (dimethylformamide), CN(C=O)C (dimethylformamide), CN(C=O)C (dimethylformamide). Run at time 8 hour. The product is CN1CC(OC2=C(C1=S)C=CC=N2)CCN2N=CC=C2 (2,3-Dihydro-4-methyl-2-[2-(1H-pyrazol-1-yl)ethyl]pyrido[3,2-f][1,4]oxazepine-5(4H)-thione). Reaction SMILES: [H-].[Na+].[NH:3]1[CH:7]=[CH:6][CH:5]=[N:4]1.[H][H].Cl[CH2:11][CH2:12][CH:13]1[CH2:19][N:18]([CH3:20])[C:17](=[S:21])[C:16]2[CH:22]=[CH:23][CH:24]=[N:25][C:15]=2[O:14]1>CN(C)C=O>[CH3:20][N:18]1[C:17](=[S:21])[C:16]2[CH:22]=[CH:23][CH:24]=[N:25][C:15]=2[O:14][CH:13]([CH2:12][CH2:11][N:3]2[CH:7]=[CH:6][CH:5]=[N:4]2)[CH2:19]1 |f:0.1|. Reported procedure: To a suspension of 2.16 g (0.054 mole) of sodium hydride in 20 ml of dimethylformamide was added dropwise a solution of 2.92 g (0.043 mole) of pyrazole in 10 ml of dimethylformamide. There was a slight exotherm at this point with some evolution of hydrogen gas. The resulting solution was then added dropwise to a solution of 10.0 g (0.039 mole) of 2-(2-chloroethyl)-2,3-dihydro-4-methylpyrido[3,2-f]-1,4-oxazepine-5(4H)-thione in 30 ml of dimethylformamide. The reaction flask was sealed and stirred...